This data is from the Open Reaction Database (ORD), a public repository of structured organic reaction records. The task is: describe an organic reaction: reactants, conditions, products, and yield Reactants: CN(CCN1C=CC2=CC(=CC=C12)[N+](=O)[O-])C (N,N-Dimethyl-2-(5-nitro-1H-indol-1-yl)ethanamine), O.NN (hydrazine hydrate). Reagents/catalysts: [Ni] (Ra—Ni). Solvent: CO (methanol). Yields the product CN(CCN1C=CC2=CC(=CC=C12)N)C (1-(2-(Dimethylamino)ethyl)-1H-indol-5-amine). The yield is 54.7%. As a reaction SMILES: [CH3:1][N:2]([CH3:17])[CH2:3][CH2:4][N:5]1[C:13]2[C:8](=[CH:9][C:10]([N+:14]([O-])=O)=[CH:11][CH:12]=2)[CH:7]=[CH:6]1.O.NN>CO.[Ni]>[CH3:1][N:2]([CH3:17])[CH2:3][CH2:4][N:5]1[C:13]2[C:8](=[CH:9][C:10]([NH2:14])=[CH:11][CH:12]=2)[CH:7]=[CH:6]1 |f:1.2|. Reported procedure: A suspension of compound 91 (250 mg, 1.07 mmol) in dry methanol (10 mL) was treated with Ra—Ni (˜0.05 g) followed by hydrazine hydrate (0.33 mL, 10.7 mmol) and the resulting mixture was refluxed for 20 min. The dark green reaction was cooled to room temperature, filtered through a celite pad, washed with methanol (2×10 mL). The combined methanol layer was evaporated and crude was purified by column chromatography (2 M NH3 in MeOH:CH2Cl2, 5:95) to obtain compound 92(119 mg, 55%) as a yellow oil. ... Starting materials: CC1=CC(=C2C(=N1)NC(=N2)CC)C (5,7-dimethyl-2-ethyl-3H-imidazo[4,5-b]pyridine), [H-].[Na+] (NaH), BrCC1=CC=C(C=C1)C1=C(C=CC=C1)C#N (4-bromomethyl-2'-cyano-1,1'-biphenyl). Run in CN(C)C=O (DMF), CN(C)C=O (DMF). Conditions: time 5 minute. Yields the product C(#N)C1=C(C=CC=C1)C1=CC=C(C=C1)CN1C(=NC=2C1=NC(=CC2C)C)CC (3-(2'-cyano-1,1'-biphenyl-4-yl)methyl-5,7-dimethyl-2-ethyl-3H-imidazo[4,5-b]pyridine). Reaction SMILES: [H-].[Na+].[CH3:3][C:4]1[N:9]=[C:8]2[NH:10][C:11]([CH2:13][CH3:14])=[N:12][C:7]2=[C:6]([CH3:15])[CH:5]=1.Br[CH2:17][C:18]1[CH:23]=[CH:22][C:21]([C:24]2[CH:29]=[CH:28][CH:27]=[CH:26][C:25]=2[C:30]#[N:31])=[CH:20][CH:19]=1>CN(C=O)C>[C:30]([C:25]1[CH:26]=[CH:27][CH:28]=[CH:29][C:24]=1[C:21]1[CH:20]=[CH:19][C:18]([CH2:17][N:10]2[C:8]3=[N:9][C:4]([CH3:3])=[CH:5][C:6]([CH3:15])=[C:7]3[N:12]=[C:11]2[CH2:13][CH3:14])=[CH:23][CH:22]=1)#[N:31] |f:0.1|. Reported procedure: To a suspension of 60% NaH (400 mg) in DMF (10 mL) was added the solution of 5,7-dimethyl-2-ethyl-3H-imidazo[4,5-b]pyridine (1.75 g, 10 mmol) DMF (10 mL) at 0° C. After 5 min, 4-bromomethyl-2'-cyano-1,1'-biphenyl (2.72 g, 10 mmol; Eur. Pat. Appl. 324,377, 1989) in DMF (10 mL) was added at 0° C. and the mixture was stirred at rt for 15 hrs. Extractive workup (2×EtOAc) from water followed by purification of the concentrated organic phases (Si02,) gave 3-(2'-cyano-1,1'-biphenyl-4-yl)methyl-5,7-dime...